This data is from the Open Reaction Database (ORD), a public repository of structured organic reaction records. The task is: describe an organic reaction: reactants, conditions, products, and yield Reactants: CCOC(=O)CC(=O)Nc1cnn(C)c1NC(c1ccccc1)(c1ccccc1)c1ccccc1, [Na+], C1CCOC1, [OH-]. Product: Cn1ncc(NC(=O)CC(=O)O)c1NC(c1ccccc1)(c1ccccc1)c1ccccc1. Reaction SMILES: [CH3:1][n:2]1[n:3][cH:4][c:5]([NH:27][C:28]([CH2:29][C:30](=[O:31])[O:32][CH2:33][CH3:34])=[O:35])[c:6]1[NH:7][C:8]([c:9]1[cH:10][cH:11][cH:12][cH:13][cH:14]1)([c:15]1[cH:16][cH:17][cH:18][cH:19][cH:20]1)[c:21]1[cH:22][cH:23][cH:24][cH:25][cH:26]1.[Na+:37].[O:38]1[CH2:39][CH2:40][CH2:41][CH2:42]1.[OH-:36]>>[CH3:1][n:2]1[n:3][cH:4][c:5]([NH:27][C:28]([CH2:29][C:30](=[O:31])[OH:32])=[O:35])[c:6]1[NH:7][C:8]([c:9]1[cH:10][cH:11][cH:12][cH:13][cH:14]1)([c:15]1[cH:16][cH:17][cH:18][cH:19][cH:20]1)[c:21]1[cH:22][cH:23][cH:24][cH:25][cH:26]1.